Dataset: the Open Reaction Database (ORD), a public repository of structured organic reaction records. Task: describe an organic reaction: reactants, conditions, products, and yield Starting materials: C1CNCCC12OCCO2, C1=CC=NC(=C1)Br. The reagents and catalysts are CC(C)(C)[O-].[Na+], CC(C)C1=CC(=C(C(=C1)C(C)C)C2=CC=CC=C2P(C3CCCCC3)C4CCCCC4)C(C)C, CC(=O)O.CC(=O)O.[Pd]. Run at temperature nan celsius. Yields the product C1CN(CCC12OCCO2)C3=CC=CC=N3. Isolated yield 66.6%. Procedure details: The same procrdure as EN03653-93-01. Starting materials: N1C=CC2=CC=CC=C12 (1H-indole), FC1=CC=C(C=C1)Br (4-fluorobromobenzene), [F-].[K+] (potassium fluoride), C1COCCOCCOCCOCCOCCO1 (18-crown-6). Run in CS(=O)C (DMSO), O (water). The product is BrC1=CC=C(C=C1)N1C=CC2=CC=CC=C12 (1-(4-Bromophenyl)-1H-indole). RXN SMILES: [NH:1]1[C:9]2[C:4](=[CH:5][CH:6]=[CH:7][CH:8]=2)[CH:3]=[CH:2]1.F[C:11]1[CH:16]=[CH:15][C:14]([Br:17])=[CH:13][CH:12]=1.[F-].[K+].C1OCCOCCOCCOCCOCCOC1>CS(C)=O.O>[Br:17][C:14]1[CH:15]=[CH:16][C:11]([N:1]2[C:9]3[C:4](=[CH:5][CH:6]=[CH:7][CH:8]=3)[CH:3]=[CH:2]2)=[CH:12][CH:13]=1 |f:2.3|. Procedure: A solution of 1H-indole (3.0 g, 25.6 mmol), 4-fluorobromobenzene (4.48 g, 25.6 mmol), potassium fluoride (40% wt on alumina; 3.0 g) and 18-crown-6 (690 mg, 2.56 mmol) in anhydrous DMSO (30 mL) was heated at 150° C. for 24 hours, and then cooled to room temperature. The reaction mixture was poured into water (50 mL) and extracted with diethyl ether (3×50 mL). The combined organic extract was washed with water (2×30 mL), brine (3×30 mL), dried over anhydrous MgSO4, filtered and concentrated in vac... Starting materials: ClC=1C2=C(N=CN1)N(C=C2I)COCC[Si](C)(C)C (4-chloro-5-iodo-7-{[2-(trimethylsilyl)ethoxy]methyl}-7H-pyrrolo[2,3-d]pyrimidine), CN1N=CC(=C1)B1OC(C(O1)(C)C)(C)C (1-methyl-4-(4,4,5,5-tetramethyl-1,3,2-dioxaborolan-2-yl)-1H-pyrazole), C([O-])([O-])=O.[K+].[K+] (potassium carbonate). The reagents and catalysts are Cl[Pd]([P](C1=CC=CC=C1)(C2=CC=CC=C2)C3=CC=CC=C3)([P](C4=CC=CC=C4)(C5=CC=CC=C5)C6=CC=CC=C6)Cl (dichlorobis(triphenylphosphine)palladium(II)). The solvent is O1CCOCC1 (1,4-dioxane). Yields the product ClC=1C2=C(N=CN1)N(C=C2C=2C=NN(C2)C)COCC[Si](C)(C)C (4-chloro-5-(1-methyl-1H-pyrazol-4-yl)-7-{[2-(trimethylsilyl)ethoxy]methyl}-7H-pyrrolo[2,3-d]pyrimidine). Reaction SMILES: [Cl:1][C:2]1[C:3]2[C:10](I)=[CH:9][N:8]([CH2:12][O:13][CH2:14][CH2:15][Si:16]([CH3:19])([CH3:18])[CH3:17])[C:4]=2[N:5]=[CH:6][N:7]=1.[CH3:20][N:21]1[CH:25]=[C:24](B2OC(C)(C)C(C)(C)O2)[CH:23]=[N:22]1.C(=O)([O-])[O-].[K+].[K+]>O1CCOCC1.Cl[Pd](Cl)([P](C1C=CC=CC=1)(C1C=CC=CC=1)C1C=CC=CC=1)[P](C1C=CC=CC=1)(C1C=CC=CC=1)C1C=CC=CC=1>[Cl:1][C:2]1[C:3]2[C:10]([C:24]3[CH:23]=[N:22][N:21]([CH3:20])[CH:25]=3)=[CH:9][N:8]([CH2:12][O:13][CH2:14][CH2:15][Si:16]([CH3:19])([CH3:18])[CH3:17])[C:4]=2[N:5]=[CH:6][N:7]=1 |f:2.3.4,^1:49,68|. Procedure details: To a solution of 4-chloro-5-iodo-7-{[2-(trimethylsilyl)ethoxy]methyl}-7H-pyrrolo[2,3-d]pyrimidine (C1) (4.1 g, 10 mmol), 1-methyl-4-(4,4,5,5-tetramethyl-1,3,2-dioxaborolan-2-yl)-1H-pyrazole (2.1 g, 10 mmol) and potassium carbonate (2.8 g, 20 mmol) in aqueous 1,4-dioxane was added dichlorobis(triphenylphosphine)palladium(II) (350 mg, 0.50 mmol). The reaction mixture was degassed and purged with nitrogen; this procedure was carried out a total of three times. After heating at reflux for 18 hours, ... Starting materials: C(C1=CC=CC=C1)(=O)NN (benzhydrazide), C(C=1C(O)=CC=CC1)=O (salicylaldehyde). Run in O (water). Yields the product C(C=1C(O)=CC=CC1)=NNC(C1=CC=CC=C1)=O (salicylidene benzhydrazide). Yield: 79.1%. As a reaction SMILES: [C:1]([NH:9][NH2:10])(=[O:8])[C:2]1[CH:7]=[CH:6][CH:5]=[CH:4][CH:3]=1.[CH:11](=O)[C:12]1[C:13](=[CH:15][CH:16]=[CH:17][CH:18]=1)[OH:14]>O>[CH:11](=[N:10][NH:9][C:1](=[O:8])[C:2]1[CH:7]=[CH:6][CH:5]=[CH:4][CH:3]=1)[C:12]1[C:13](=[CH:15][CH:16]=[CH:17][CH:18]=1)[OH:14]. Procedure: A reaction vessel was charged with 13.6 g (0.10 mole) of benzhydrazide and 50 ml of water, and the vessel contents were agitated as 13.4 g (0.11 mole) of salicylaldehyde was added. Heat was evolved and the mixture was stirred at room temperature for an additional hour, then warmed briefly on a steam bath. The precipitate which had formed was filtered off, washed with water and ether, and dried under vacuum. It was then placed in 300 ml of ethanol for several hours and the remaining solid, crysta... As a reaction SMILES: Br[C:2]1[N:7]=[C:6]([C:8]2[C:16]3[C:11](=[N:12][C:13]([NH:17][CH2:18][CH2:19][N:20]4[CH2:25][CH2:24][O:23][CH2:22][CH2:21]4)=[N:14][CH:15]=3)[N:10]([CH2:26][O:27][CH2:28][CH2:29][Si:30]([CH3:33])([CH3:32])[CH3:31])[N:9]=2)[CH:5]=[CH:4][CH:3]=1.[C:34]([O:38][C:39](=[O:51])[NH:40][CH2:41][CH2:42][CH:43]([NH2:50])[C:44]1[CH:49]=[CH:48][CH:47]=[CH:46][CH:45]=1)([CH3:37])([CH3:36])[CH3:35].CN(C1C(C2C(P(C3CCCCC3)C3CCCCC3)=CC=CC=2)=CC=CC=1)C.C([O-])([O-])=O.[K+].[K+]>C1C=CC(/C=C/C(/C=C/C2C=CC=CC=2)=O)=CC=1.C1C=CC(/C=C/C(/C=C/C2C=CC=CC=2)=O)=CC=1.C1C=CC(/C=C/C(/C=C/C2C=CC=CC=2)=O)=CC=1.[Pd].[Pd].O1CCOCC1>[C:34]([O:38][C:39](=[O:51])[NH:40][CH2:41][CH2:42][CH:43]([NH:50][C:2]1[CH:3]=[CH:4][CH:5]=[C:6]([C:8]2[C:16]3[C:11](=[N:12][C:13]([NH:17][CH2:18][CH2:19][N:20]4[CH2:25][CH2:24][O:23][CH2:22][CH2:21]4)=[N:14][CH:15]=3)[N:10]([CH2:26][O:27][CH2:28][CH2:29][Si:30]([CH3:33])([CH3:32])[CH3:31])[N:9]=2)[N:7]=1)[C:44]1[CH:49]=[CH:48][CH:47]=[CH:46][CH:45]=1)([CH3:37])([CH3:35])[CH3:36] |f:3.4.5,6.7.8.9.10|. Run at temperature 132 celsius, time 7.5 hour. The reactants are BrC1=CC=CC(=N1)C1=NN(C2=NC(=NC=C21)NCCN2CCOCC2)COCC[Si](C)(C)C ([3-(6-bromo-pyridin-2-yl)-1-(2-trimethylsilanyl-ethoxymethyl)-1H-pyrazolo[3,4-d]pyrimidin-6-yl]-(2-morpholin-4-yl-ethyl)-amine), C(C)(C)(C)OC(NCCC(C1=CC=CC=C1)N)=O ((3-amino-3-phenyl-propyl)-carbamic acid tert-butyl ester), CN(C)C1=CC=CC=C1C2=CC=CC=C2P(C3CCCCC3)C4CCCCC4 (DavePhos), C(=O)([O-])[O-].[K+].[K+] (K2CO3). Reagents/catalysts: C=1C=CC(=CC1)/C=C/C(=O)/C=C/C2=CC=CC=C2.C=1C=CC(=CC1)/C=C/C(=O)/C=C/C2=CC=CC=C2.C=1C=CC(=CC1)/C=C/C(=O)/C=C/C2=CC=CC=C2.[Pd].[Pd] (Pd2(dba)3). Procedure: A sealed tube was charged with [3-(6-bromo-pyridin-2-yl)-1-(2-trimethylsilanyl-ethoxymethyl)-1H-pyrazolo[3,4-d]pyrimidin-6-yl]-(2-morpholin-4-yl-ethyl)-amine (from Example 32 supra) (500 mg, 0.936 mmol), (3-amino-3-phenyl-propyl)-carbamic acid tert-butyl ester (from Example 2 supra) (328 mg, 1.31 mmol), Pd2(dba)3 (54 mg, 0.094 mmol), DavePhos (74 mg, 0.187 mmol), K2CO3 (181 mg, 1.31 mmol) and dioxane (20 mL). The mixture was stirred at 132° C. under an atmosphere of N2 for 7.5 hours. After cooli... Solvent: O1CCOCC1 (dioxane). Yields the product C(C)(C)(C)OC(NCCC(C1=CC=CC=C1)NC1=NC(=CC=C1)C1=NN(C2=NC(=NC=C21)NCCN2CCOCC2)COCC[Si](C)(C)C)=O ((3-{6-[6-(2-morpholin-4-yl-ethylamino)-1-(2-trimethylsilanyl-ethoxymethyl)-1H-pyrazolo[3,4-d]pyrimidin-3-yl]-pyridin-2-ylamino}-3-phenyl-propyl)-carbamic acid tert-butyl ester).